This data is from the Open Reaction Database (ORD), a public repository of structured organic reaction records. The task is: describe an organic reaction: reactants, conditions, products, and yield Starting materials: CC1=C(C(=C2C(=N1)SC1=C2CCCC1)C1=CC(=C(C=C1)Cl)Cl)CC(=O)OC (methyl [2-methyl-4-(3,4-dichlorophenyl)-5,6,7,8-tetrahydro[1]benzothieno[2,3-b]pyridin-3-yl]acetate), [Li+].C[Si](C)(C)[N-][Si](C)(C)C (LHMDS), C1CCOC1 (THF), ICCC (1-iodopropane). The solvent is CN(C)C=O (DMF). Yields the product CC1=C(C(=C2C(=N1)SC1=C2CCCC1)C1=CC(=C(C=C1)Cl)Cl)C(C(=O)OC)CCC (Methyl 2-[2-methyl-4-(3,4-dichlorophenyl)-5,6,7,8-tetrahydro[1]benzothieno[2,3-b]pyridin-3-yl]pentanoate). The yield is 80.9%. RXN SMILES: [CH3:1][C:2]1[N:7]=[C:6]2[S:8][C:9]3[CH2:14][CH2:13][CH2:12][CH2:11][C:10]=3[C:5]2=[C:4]([C:15]2[CH:20]=[CH:19][C:18]([Cl:21])=[C:17]([Cl:22])[CH:16]=2)[C:3]=1[CH2:23][C:24]([O:26][CH3:27])=[O:25].[Li+].C[Si]([N-][Si](C)(C)C)(C)C.[CH2:38]1[CH2:42]OC[CH2:39]1.ICCC>CN(C=O)C>[CH3:1][C:2]1[N:7]=[C:6]2[S:8][C:9]3[CH2:14][CH2:13][CH2:12][CH2:11][C:10]=3[C:5]2=[C:4]([C:15]2[CH:20]=[CH:19][C:18]([Cl:21])=[C:17]([Cl:22])[CH:16]=2)[C:3]=1[CH:23]([CH2:39][CH2:38][CH3:42])[C:24]([O:26][CH3:27])=[O:25] |f:1.2|. Procedure: This compound was prepared according to the procedure C from methyl [2-methyl-4-(3,4-dichlorophenyl)-5,6,7,8-tetrahydro[1]benzothieno[2,3-b]pyridin-3-yl]acetate (0.190 g; 0.46 mmol), LHMDS 1N in THF (0.5 mL; 0.5 mmol), 1-iodopropane (0.067 mL; 0.69 mmol) in DMF (1.8 mL) for 18 h. Purification by flash chromatography on silica gel using a gradient of ethyl acetate (2-30%) in heptane furnished 0.172 g (82%) of the title compound as a yellow oil. Starting materials: [OH-].[Na+] (NaOH), COC1=CC=C(CNC([C@@H]([C@@H](C)O)Br)=O)C=C1 ((2R,3R)-2-bromo-3-hydroxybutyric acid p-methoxybenzylamide). Reagents/catalysts: [Cl-].C(C1=CC=CC=C1)[N+](CC)(CC)CC (benzyltriethylammonium chloride). Run in C(Cl)Cl (methylene chloride). Run at time 20 hour. Product: COC1=CC=C(CNC([C@H]2[C@@H](C)O2)=O)C=C1 ((2R,3R)-2,3-epoxybutyric acid p-methoxybenzylamide). RXN SMILES: [OH-].[Na+].[CH3:3][O:4][C:5]1[CH:19]=[CH:18][C:8]([CH2:9][NH:10][C:11](=[O:17])[C@H:12](Br)[C@H:13]([OH:15])[CH3:14])=[CH:7][CH:6]=1>[Cl-].C([N+](CC)(CC)CC)C1C=CC=CC=1.C(Cl)Cl>[CH3:3][O:4][C:5]1[CH:19]=[CH:18][C:8]([CH2:9][NH:10][C:11](=[O:17])[C@@H:12]2[O:15][C@@H:13]2[CH3:14])=[CH:7][CH:6]=1 |f:0.1,3.4|. Reported procedure: 50 ml of 50% NaOH solution and 456 mg (2 mmol) of benzyltriethylammonium chloride are added to a solution of 6.04 g (20 mmol) of (2R,3R)-2-bromo-3-hydroxybutyric acid p-methoxybenzylamide in 150 ml of methylene chloride. The two phase mixture is vigorously stirred for 20 hours at room temperature. The organic layer is separated off and the aqueous phase is subsequently extracted with methylene chloride. The combined methylene chloride solutions are dried and concentrated by evaporation. The crud... The reactants are C(CCCCC)N1C(C2C(C2C1)(C1=CC(=CC=C1)C1=NN=CN1)C)=O (3-hexyl-6-methyl-6-[3-(4H-1,2,4-triazol-3-yl)phenyl]-3-azabicyclo[3.1.0]hexan-2-one), [H-].[Al+3].[Li+].[H-].[H-].[H-] (lithium aluminium hydride), [OH-].[Na+] (sodium hydroxide), C(C)(=O)OCC (ethyl acetate). Run in O1CCCC1 (tetrahydrofuran). Conditions: temperature 0 celsius, time 30 minute. The product is N (ammonia), C(CCCCC)N1CC2C(C2C1)(C1=CC(=CC=C1)C1=NN=CN1)C (3-Hexyl-6-methyl-6-[3-(4H-1,2,4-triazol-3-yl)phenyl]-3-azabicyclo[3.1.0]hexane). Isolated yield 180.2%. RXN SMILES: [CH2:1]([N:7]1[CH2:12][CH:11]2[CH:9]([C:10]2([CH3:24])[C:13]2[CH:18]=[CH:17][CH:16]=[C:15]([C:19]3[NH:23][CH:22]=[N:21][N:20]=3)[CH:14]=2)[C:8]1=O)[CH2:2][CH2:3][CH2:4][CH2:5][CH3:6].[H-].[Al+3].[Li+].[H-].[H-].[H-].[OH-].[Na+].C(OCC)(=O)C>O1CCCC1>[NH3:7].[CH2:1]([N:7]1[CH2:8][CH:9]2[CH:11]([C:10]2([CH3:24])[C:13]2[CH:18]=[CH:17][CH:16]=[C:15]([C:19]3[NH:23][CH:22]=[N:21][N:20]=3)[CH:14]=2)[CH2:12]1)[CH2:2][CH2:3][CH2:4][CH2:5][CH3:6] |f:1.2.3.4.5.6,7.8|. Procedure: To a solution of 3-hexyl-6-methyl-6-[3-(4H-1,2,4-triazol-3-yl)phenyl]-3-azabicyclo[3.1.0]hexan-2-one (Preparation 43, 220 mg, 0.65 mmol) in tetrahydrofuran (5 ml) at room temperature was added lithium aluminium hydride (1.3 ml, 1.30 mmol, 1.0M in THF) dropwise over a few minutes. The mixture was then heated under reflux for 2 hours and then cooled to 0° C. 2N sodium hydroxide (1.0 ml) was added cautiously followed by ethyl acetate (10 ml) and the mixture was stirred rapidly for 30 minutes, then ... Starting materials: NC1=C(C=CC=C1)C1(CCC1)O (1-(2-Aminophenyl)cyclobutanol), ClC1=NC=C(C(=N1)Cl)Cl (2,4,5-trichloropyrimidine), C(C)(C)N(C(C)C)CC (N,N-diisopropylethylamine). Solvent: CC(C)O (2-propanol). Conditions: temperature 85 celsius. Product: ClC1=NC=C(C(=N1)NC1=C(C=CC=C1)C1(CCC1)O)Cl (1-(2-(2,5-dichloropyrimidin-4-ylamino)phenyl)cyclobutanol). As a reaction SMILES: [NH2:1][C:2]1[CH:7]=[CH:6][CH:5]=[CH:4][C:3]=1[C:8]1([OH:12])[CH2:11][CH2:10][CH2:9]1.[Cl:13][C:14]1[N:19]=[C:18](Cl)[C:17]([Cl:21])=[CH:16][N:15]=1.C(N(CC)C(C)C)(C)C>CC(O)C>[Cl:13][C:14]1[N:19]=[C:18]([NH:1][C:2]2[CH:7]=[CH:6][CH:5]=[CH:4][C:3]=2[C:8]2([OH:12])[CH2:11][CH2:10][CH2:9]2)[C:17]([Cl:21])=[CH:16][N:15]=1. Procedure details: 1-(2-Aminophenyl)cyclobutanol (56 mg, 0.343 mmol), 2,4,5-trichloropyrimidine (40 μl, 0.349 mmol) and N,N-diisopropylethylamine (120 μl, 0.694 mmol) were suspended in 2-propanol (1.5 mL) in a sealed tube, and the solution was heated to 85° C. for 4 hours. The reaction mixture was partitioned between H2O (15 mL) and CH2Cl2 (3×15 mL). The combined organic layers were dried (Na2SO4), filtered and concentrated. The product was purified by flash chromatography (Analogix, 0 to 25% ethyl acetate-hexanes... The reactants are ClC=1C(=NC=NC1Cl)N (5,6-dichloropyrimidin-4-amine), NCC1CCN(CC1)C(=O)OC(C)(C)C (tert-butyl 4-(aminomethyl)piperidine-1-carboxylate), COC1=CC=C(C=C1)B(O)O ((4-methoxyphenyl)boronic acid), C(C=C)(=O)Cl (acryloyl chloride). Product: NC1=C(C(=NC=N1)NCC1CCN(CC1)C(C=C)=O)C1=CC=C(C=C1)OC (1-(4-(((6-amino-5-(4-methoxyphenyl)pyrimidin-4-yl)amino)methyl)piperidin-1-yl)prop-2-en-1-one). As a reaction SMILES: Cl[C:2]1[C:3]([NH2:9])=[N:4][CH:5]=[N:6][C:7]=1Cl.[NH2:10][CH2:11][CH:12]1[CH2:17][CH2:16][N:15]([C:18]([O:20]C(C)(C)C)=O)[CH2:14][CH2:13]1.[CH3:25][O:26][C:27]1[CH:32]=[CH:31][C:30](B(O)O)=[CH:29][CH:28]=1.[C:36](Cl)(=O)[CH:37]=C>>[NH2:9][C:3]1[N:4]=[CH:5][N:6]=[C:7]([NH:10][CH2:11][CH:12]2[CH2:13][CH2:14][N:15]([C:18](=[O:20])[CH:36]=[CH2:37])[CH2:16][CH2:17]2)[C:2]=1[C:30]1[CH:31]=[CH:32][C:27]([O:26][CH3:25])=[CH:28][CH:29]=1. Procedure details: 1-(4-(((6-amino-5-(4-methoxyphenyl)pyrimidin-4-yl)amino)methyl)piperidin-1-yl)prop-2-en-1-one was prepared from 5,6-dichloropyrimidin-4-amine, tert-butyl 4-(aminomethyl)piperidine-1-carboxylate, (4-methoxyphenyl)boronic acid, and acryloyl chloride in four steps according to general scheme 2, using methods I, C, D and G. MS: m/z=368 [M+H]+. 1H-NMR (400 MHz, DMSO-d6) δ 8.34 (s, 1H), 7.17 (dd, 4H), 6.99 (s, 1H), 6.84 (s, 1H), 6.78 (dd, 1H), 6.07 (dd, 1H), 5.65 (dd, 1H), 4.37 (d, 1H), 4.01 (d, 1H), ... The solvent is C1CCOC1 (THF), C1CCOC1 (THF). Reaction SMILES: Br[C:2]1[S:3][CH:4]=[CH:5][CH:6]=1.[Li]CCCC.[CH3:12][CH2:13][CH2:14][C:15](=[O:19])[CH2:16][CH2:17][CH3:18]>C1COCC1>[S:3]1[CH:4]=[CH:5][CH:6]=[C:2]1[C:15]([OH:19])([CH2:16][CH2:17][CH3:18])[CH2:14][CH2:13][CH3:12]. Conditions: temperature -78 celsius, time 1 hour. The reactants are [Li]CCCC (n-BuLi), BrC=1SC=CC1 (2-bromothiophene), CCCC(CCC)=O (4-heptanone). Yields the product S1C(=CC=C1)C(CCC)(CCC)O (4-thiophen-2-yl-heptan-4-ol). Reported procedure: A solution of 2-bromothiophene (10.0 g, 61.5 mmol) in dry THF (60 mL) was cooled to −78° C. under nitrogen. A solution of n-BuLi (2.5 M, 27.0 mL, 67.5 mmol) was then added slowly, and the resulting mixture was stirred at −78° C. for 2 hours, before a solution of 4-heptanone (8.5 g, 74.4 mmol) in dry THF (10 mL) was added slowly. This mixture was stirred at −78° C. for an additional 1 hour, and then allowed to warm to room temperature, and stirred at room temperature overnight. Most of the solven... The reactants are C1(=CC=CC=C1)C(=O)C1=C(C(=C(C=C1O)O)O)O ((2,3,4,6-tetrahydroxyphenyl) phenyl ketone), Cl (hydrochloric acid), ClCC=C(C)C (1-chloro-3-methyl-2-butene), [Cl-].[NH4+] (ammonium chloride). Product: CC(=CCC1(C(C(=C(C(=C1O)CC=C(C)C)O)C(C1=CC=CC=C1)=O)=O)O)C (2,4-bis(3-methyl-2-butenyl)-6-benzoyl-2,3,5-trihydroxycyclohexa-3,5-dienone). Yield: 102.3%. RXN SMILES: [C:1]1([C:7]([C:9]2[C:14]([OH:15])=[CH:13][C:12]([OH:16])=[C:11]([OH:17])[C:10]=2[OH:18])=[O:8])[CH:6]=[CH:5][CH:4]=[CH:3][CH:2]=1.Cl[CH2:20][CH:21]=[C:22]([CH3:24])[CH3:23].[Cl-].[NH4+].Cl>>[CH3:23][C:22]([CH3:24])=[CH:21][CH2:20][C:11]1([OH:17])[C:12]([OH:16])=[C:13]([CH2:3][CH:2]=[C:1]([CH3:7])[CH3:6])[C:14]([OH:15])=[C:9]([C:7](=[O:8])[C:1]2[CH:2]=[CH:3][CH:4]=[CH:5][CH:6]=2)[C:10]1=[O:18] |f:2.3|. Reported procedure: Under a stream of argon, 440 mg (11.0 mmol, 3.01 equivalents) of an oily dispersion of 60% sodium hydride was washed with hexane to remove the oil component. The dispersion kept cooled with cold water and 18.0 ml of dry dimethyl sulfoxide added were stirred together. To the stirred suspension, 900 mg (3.66 mmol) of phenyl-(2,3,4,6-tetrahydroxyphenyl) ketone (10) was added and stirred for 30 minutes. Further, 0.830 ml (7.32 mmol, 2.00 equivalents) of 1-chloro-3-methyl-2-butene was added dropwise ... Starting materials: [N+](=O)([O-])C=1C=C(C=CC1)C(=O)NC(C)=O (3-Nitro-N-(acetyl)phenylcarboxamide). Reagents/catalysts: [Pd] (palladium/carbon). The solvent is C(C)O (ethanol). Conditions: time 15 minute. Yields the product NC=1C=C(C=CC1)C(=O)NC(C)=O (3-Amino-N-(acetyl)phenylcarboxamide). RXN SMILES: [N+:1]([C:4]1[CH:5]=[C:6]([C:10]([NH:12][C:13](=[O:15])[CH3:14])=[O:11])[CH:7]=[CH:8][CH:9]=1)([O-])=O>C(O)C.[Pd]>[NH2:1][C:4]1[CH:5]=[C:6]([C:10]([NH:12][C:13](=[O:15])[CH3:14])=[O:11])[CH:7]=[CH:8][CH:9]=1. Procedure details: 3-Nitro-N-(acetyl)phenylcarboxamide (200 mg) was dissolved in 60 ml of ethanol, treated with 200 mg of 10% palladium/carbon catalyst, and hydrogenated on a Parr apparatus at 30 psi for 15 minutes. The reaction mixture was filtered through Celite and concentrated to give the title compound in quantitative yield as a white solid. Starting materials: C1(=CC=CC=C1)C1(CCCCC1)C=O (1-phenyl-cyclohexanecarbaldehyde), [BH4-].[Na+] (NaBH4). Solvent: CO (methanol). Run at time 2 hour. The product is C1(=CC=CC=C1)C1(CCCCC1)CO ((1-phenyl-cyclohexyl)-methanol). Yield: 91.7%. Reaction SMILES: [C:1]1([C:7]2([CH:13]=[O:14])[CH2:12][CH2:11][CH2:10][CH2:9][CH2:8]2)[CH:6]=[CH:5][CH:4]=[CH:3][CH:2]=1.[BH4-].[Na+]>CO>[C:1]1([C:7]2([CH2:13][OH:14])[CH2:12][CH2:11][CH2:10][CH2:9][CH2:8]2)[CH:6]=[CH:5][CH:4]=[CH:3][CH:2]=1 |f:1.2|. Procedure: To a stirred solution of 1-phenyl-cyclohexanecarbaldehyde (250) (16.4 g, 87.1 mmol) in methanol (200.0 mL) was added NaBH4 (6.62 g, 174.2 mmol) portion-wise at 0° C. The reaction mixture was then stirred at room temperature for 2 h. After completion of the reaction, the solvent was concentrated and the crude product was extracted with ethyl acetate. The organic layer was then washed with water and brine and dried over sodium sulfate and concentrated under reduced pressure to get (1-phenyl-cycloh...